From a dataset of the Open Reaction Database (ORD), a public repository of structured organic reaction records. describe an organic reaction: reactants, conditions, products, and yield The reactants are ClC1=C(C=CC(=C1)Cl)N1C(CN2C1=NC1=C2C(=CC=C1)N(CC)CC)CC(=O)OC (methyl [1-(2,4-dichlorophenyl)-5-(diethylamino)-2,3-dihydro-1H-imidazo[1,2-a]benzimidazol-2-yl]acetate), Cl (hydrochloric acid), [OH-].[Na+] (sodium hydroxide), resultant mixture. Solvent: O1CCCC1 (tetrahydrofuran), CO (methanol). The product is ClC1=C(C=CC(=C1)Cl)N1C(CN2C1=NC1=C2C(=CC=C1)N(CC)CC)CC(=O)O ([1-(2,4-Dichlorophenyl)-5-(diethylamino)-2,3-dihydro-1H-imidazo [1,2-a]benzimidazol-2-yl]acetic acid). Yield: 65.3%. Reaction SMILES: [Cl:1][C:2]1[CH:7]=[C:6]([Cl:8])[CH:5]=[CH:4][C:3]=1[N:9]1[C:13]2=[N:14][C:15]3[CH:20]=[CH:19][CH:18]=[C:17]([N:21]([CH2:24][CH3:25])[CH2:22][CH3:23])[C:16]=3[N:12]2[CH2:11][CH:10]1[CH2:26][C:27]([O:29]C)=[O:28].[OH-].[Na+].Cl>O1CCCC1.CO>[Cl:1][C:2]1[CH:7]=[C:6]([Cl:8])[CH:5]=[CH:4][C:3]=1[N:9]1[C:13]2=[N:14][C:15]3[CH:20]=[CH:19][CH:18]=[C:17]([N:21]([CH2:24][CH3:25])[CH2:22][CH3:23])[C:16]=3[N:12]2[CH2:11][CH:10]1[CH2:26][C:27]([OH:29])=[O:28] |f:1.2|. Reported procedure: To a solution of methyl [1-(2,4-dichlorophenyl)-5-(diethylamino)-2,3-dihydro-1H-imidazo[1,2-a]benzimidazol-2-yl]acetate (Example 72; 50.0 mg, 0.112 mmol) in a mixture of tetrahydrofuran (1 mL) and methanol (0.5 mL) was added 1N sodium hydroxide solution (0.224 mL, 0.224 mmol) at room temperature. After the resultant mixture was stirred at room temperature for 1 hr, the mixture was neutralized with 1N hydrochloric acid and extracted with ethyl acetate. The combined organic layer was washed with b... The reactants are C1CCOC1 (THF), N1=C2C(=CC=C1)C(=O)OC2=O (pyridine-2,3-dicarboxylic acid anhydride), C1CCOC1 (THF), COC1=CC=C(C=C1)[Mg]Br (4-methoxyphenylmagnesium bromide), [NH4+].[Cl-] (NH4Cl). The solvent is Cl (HCl). Reaction conditions: time 1 hour. The product is COC1=CC=C(C=C1)C(=O)C1=NC=CC=C1C(=O)O (2-(4-methoxyphenylcarbonyl)-3-pyridine carboxylic acid). Isolated yield 27.8%. RXN SMILES: C1COCC1.[N:6]1[CH:11]=[CH:10][CH:9]=[C:8]2[C:12]([O:14][C:15](=[O:16])[C:7]=12)=[O:13].[CH3:17][O:18][C:19]1[CH:24]=[CH:23][C:22]([Mg]Br)=[CH:21][CH:20]=1.[NH4+].[Cl-]>Cl>[CH3:17][O:18][C:19]1[CH:24]=[CH:23][C:22]([C:15]([C:7]2[C:8]([C:12]([OH:14])=[O:13])=[CH:9][CH:10]=[CH:11][N:6]=2)=[O:16])=[CH:21][CH:20]=1 |f:3.4|. Procedure details: To a THF (15 ml) solution of pyridine-2,3-dicarboxylic acid anhydride (1.0 g, 6.7 mmol) was added dropwise a THF solution of 4-methoxyphenylmagnesium bromide (0.89M, 8.0 ml, 7.1 mmol) at -78° C. The reaction mixture was stirred at the same temperature for 1 h and then a saturated aqueous solution of NH4Cl (20 ml) was added to quench the reaction. The reaction mixture was diluted with 1N HCl and extracted with AcOEt. The organic layer was dried over MgSO4, filtered, and concentrated under reduced... Starting materials: S([O-])(O)=O.[Na+] (sodium bisulfite), C(C)(C)C1=CC=C(C=2OC3=C(C=CC=C3C(C2C)=O)C=CC)C=C1 (4'-Isopropyl-3-methyl-8-propenylflavone), [Mn](=O)(=O)(=O)[O-].[K+] (potassium permanganate), O (water). Solvent: C(C)(=O)O (acetic acid). Conditions: time 8 hour. Yields the product C(C)(C)C1=CC=C(C=2OC3=C(C=CC=C3C(C2C)=O)C(=O)O)C=C1 (4'-isopropyl-3-methylflavone-8-carboxylic acid). As a reaction SMILES: [CH:1]([C:4]1[CH:24]=[CH:23][C:7]([C:8]2[O:9][C:10]3[C:15]([C:16](=[O:19])[C:17]=2[CH3:18])=[CH:14][CH:13]=[CH:12][C:11]=3[CH:20]=CC)=[CH:6][CH:5]=1)([CH3:3])[CH3:2].[OH2:25].[Mn]([O-])(=O)(=O)=[O:27].[K+].S(=O)(O)[O-].[Na+]>C(O)(=O)C>[CH:1]([C:4]1[CH:24]=[CH:23][C:7]([C:8]2[O:25][C:20]3[C:15]([C:16](=[O:19])[C:17]=2[CH3:18])=[CH:14][CH:13]=[CH:12][C:11]=3[C:10]([OH:9])=[O:27])=[CH:6][CH:5]=1)([CH3:3])[CH3:2] |f:2.3,4.5|. Procedure: 4'-Isopropyl-3-methyl-8-propenylflavone (3.4 grams) is dissolved in 40 ml of glacial acetic acid, small amount of water is added thereto, 6.6 grams of potassium permanganate is added thereto during eight hours with stirring keeping the inner temperature at 20° to 30° C., then aqueous solution of sodium bisulfite is added thereto keeping the inner temperature at 30° to 40° C., and the mixture is stirred for one hour. Crystals separated out therefrom are collected by filtration, washed with water,...